This data is from the Open Reaction Database (ORD), a public repository of structured organic reaction records. The task is: describe an organic reaction: reactants, conditions, products, and yield Starting materials: N1(CCCC1)CC1=C(C=CC=C1)S(=O)(=O)N (2-(pyrrolidinomethyl)benzenesulfonamide), CI (methyl iodide). The solvent is C(C)#N (acetonitrile). The product is [I-].N1(CCCC1)CC1=C(C=CC=C1)S(=O)(=O)NC (2-(1-Pyrrolidinylmethyl)benzenesulfonamide, methyl iodide salt). RXN SMILES: [N:1]1([CH2:6][C:7]2[CH:12]=[CH:11][CH:10]=[CH:9][C:8]=2[S:13]([NH2:16])(=[O:15])=[O:14])[CH2:5][CH2:4][CH2:3][CH2:2]1.[CH3:17][I:18]>C(#N)C>[I-:18].[N:1]1([CH2:6][C:7]2[CH:12]=[CH:11][CH:10]=[CH:9][C:8]=2[S:13]([NH:16][CH3:17])(=[O:14])=[O:15])[CH2:5][CH2:4][CH2:3][CH2:2]1 |f:3.4|. Procedure details: A solution of 2-(pyrrolidinomethyl)benzenesulfonamide (0.8 g) in acetonitrile (10 ml) was contacted with methyl iodide (3 ml) and heated to reflux for 2.0 hrs. Solvent was removed and the residue was treated with acetone and ether. The solid was filtered, digested with acetone (20 ml), chilled and collected. There was obtained 1.00 g of white solid. 1H nmr δDMSO-d6TMS 8.15-7.30 (m), 5.07 (s, 2H), 3.9-3.3 (m, 4H), 2.90 (s, 3H), 2.4-1.8 (m, 4H).